From a dataset of the Open Reaction Database (ORD), a public repository of structured organic reaction records. describe an organic reaction: reactants, conditions, products, and yield Starting materials: ClC1=C(C=CC(=C1)Cl)C1(CC1)C(=O)N1CC(CC1)O (1-{[1-(2,4-dichlorophenyl)cyclopropyl]carbonyl}pyrrolidin-3-ol), CC(=O)C (acetone). Run in O (water). Run at time 1 hour. Yields the product ClC1=C(C=CC(=C1)Cl)C1(CC1)C(=O)N1CC(CC1)=O (1-{[1-(2,4-dichlorophenyl)cyclopropyl]carbonyl}pyrrolidin-3-one). As a reaction SMILES: [Cl:1][C:2]1[CH:7]=[C:6]([Cl:8])[CH:5]=[CH:4][C:3]=1[C:9]1([C:12]([N:14]2[CH2:18][CH2:17][CH:16]([OH:19])[CH2:15]2)=[O:13])[CH2:11][CH2:10]1.CC(C)=O>O>[Cl:1][C:2]1[CH:7]=[C:6]([Cl:8])[CH:5]=[CH:4][C:3]=1[C:9]1([C:12]([N:14]2[CH2:18][CH2:17][C:16](=[O:19])[CH2:15]2)=[O:13])[CH2:11][CH2:10]1. Procedure details: To a solution of 1-{[1-(2,4-dichlorophenyl)cyclopropyl]carbonyl}pyrrolidin-3-ol (3.05 g, 0.0102 mol) in acetone (50 mL, 0.7 mol) was added Jones oxidant in water (8.00 M, 2.54 mL) at 0 degrees celsius and the resulting solution was stirred at rt for 1 hour. The mixture was filtered through celite and the filtrate was concentrated. The resulting residue was dissolved in AcOEt, washed with water and brine successively, dried with MgSO4, and concentrated in-vacuo. The crude product was purified by ... The reactants are COC([C@H](C\C=C\C[C@@H](C(=O)OC)N)N)=O ((S,S)-2,7-Diamino-(E)-oct-4-ene-1,8-dioic acid dimethyl ester), Cl (HCl). The product is Cl.Cl.N[C@H](C(=O)O)C\C=C\C[C@@H](C(=O)O)N ((S, S)-2,7-Diamino-(E)-oct-4-ene-1,8-dioic acid dihydrochloride). Reaction SMILES: C[O:2][C:3](=[O:16])[C@@H:4]([NH2:15])[CH2:5]/[CH:6]=[CH:7]/[CH2:8][C@H:9]([NH2:14])[C:10]([O:12]C)=[O:11].[ClH:17]>>[ClH:17].[ClH:17].[NH2:15][C@@H:4]([CH2:5]/[CH:6]=[CH:7]/[CH2:8][C@H:9]([NH2:14])[C:10]([OH:12])=[O:11])[C:3]([OH:16])=[O:2] |f:2.3.4|. Procedure details: (S,S)-2,7-Diamino-(E)-oct-4-ene-1,8-dioic acid dimethyl ester (1.65 g, 7.17 mmol) was heated under reflux with 6H HCl (10 ml, 60 mmol) for 2 hours. The solvent was then evaporated, the residue was dissolved in water (10 ml) and ethanol was added (100 ml). The white crystals were filtered off and dried in vacuum at 40° C. Starting materials: C[O-].[Na+] (sodium methylate), C=1C(=CC(=C(C1Cl)N2C(=C(C(=N2)C#N)[S+](C(F)(F)F)[O-])N)Cl)C(F)(F)F (Fipronil), C=O (paraformaldehyde). Solvent: CO (methanol). Yields the product C(#N)C1=NN(C(=C1S(=O)C(F)(F)F)NCO)C1=C(C=C(C=C1Cl)C(F)(F)F)Cl (3-Cyano-1-(2,6-dichloro-4-trifluoromethylphenyl)-5-hydroxymethylamino-4-trifluoromethylsulfinylpyrazole). RXN SMILES: [CH3:1][O-:2].[Na+].[CH:4]1[C:5]([C:26]([F:29])([F:28])[F:27])=[CH:6][C:7]([Cl:25])=[C:8]([N:11]2[N:15]=[C:14]([C:16]#[N:17])[C:13]([S+:18]([O-:23])[C:19]([F:22])([F:21])[F:20])=[C:12]2[NH2:24])[C:9]=1[Cl:10].C=O>CO>[C:16]([C:14]1[C:13]([S:18]([C:19]([F:22])([F:20])[F:21])=[O:23])=[C:12]([NH:24][CH2:1][OH:2])[N:11]([C:8]2[C:7]([Cl:25])=[CH:6][C:5]([C:26]([F:27])([F:29])[F:28])=[CH:4][C:9]=2[Cl:10])[N:15]=1)#[N:17] |f:0.1|. Procedure: 5 equivalent of a sodium methylate (30% solution in methanol) was rapidly added to a suspension of 0.437 g of Fipronil and 1.4 equivalent of paraformaldehyde in 3 mL of methanol to provide the 3-Cyano-1-(2,6-dichloro-4-trifluoromethylphenyl)-5-hydroxymethylamino-4-trifluoromethylsulfinylpyrazole (Compound V) after 3 hour at 20° C. and 1 hour at 60° C. Then 1 equivalent of sodium borohydride was added to the medium which provide after classical extraction and chromatography separation the 3-Cyano... The reactants are O1C(OCC1)CCSCCCCO (4-(2-(1,3-Dioxolan-2-yl)ethylthio)butan-1-ol). The solvent is solution, C(=O)O (formic acid), O (water). The product is OCCCCSCCC=O (3-(4-hydroxy-butylsulfanyl)-propionaldehyde). As a reaction SMILES: [O:1]1CCO[CH:2]1[CH2:6][CH2:7][S:8][CH2:9][CH2:10][CH2:11][CH2:12][OH:13]>C(O)=O.O>[OH:13][CH2:12][CH2:11][CH2:10][CH2:9][S:8][CH2:7][CH2:6][CH:2]=[O:1]. Procedure: 4-(2-(1,3-Dioxolan-2-yl)ethylthio)butan-1-ol (example 281, step a) (500 mg) was dissolved in an 80% solution of aqueous formic acid (6 mL) and the reaction mixture was stirred at room temperature over the weekend. The mixture was diluted with water (10 mL) and extracted with ether (3×10 mL) then the organics were washed with brine (10 mL), dried over sodium sulphate, filtered and evaporated to afford 3-(4-hydroxy-butylsulfanyl)-propionaldehyde as an oil. This was dissolved in dry methanol and (2... Starting materials: [Ba+2], COc1ccccc1Oc1c(Cl)nc(-c2ncccn2)nc1NS(=O)(=O)c1ccc(C(C)(C)C)cc1, Cc1ccccc1, [K], [OH-], [OH-], OCCO. RXN SMILES: [Ba+2:39].[C:2]([CH3:3])([CH3:4])([CH3:5])[c:6]1[cH:7][cH:8][c:9]([S:12](=[O:13])(=[O:14])[NH:15][c:16]2[n:17][c:18](-[c:32]3[n:33][cH:34][cH:35][cH:36][n:37]3)[n:19][c:20]([Cl:31])[c:21]2[O:22][c:23]2[c:24]([O:29][CH3:30])[cH:25][cH:26][cH:27][cH:28]2)[cH:10][cH:11]1.[CH3:45][c:46]1[cH:47][cH:48][cH:49][cH:50][cH:51]1.[K:1].[OH-:38].[OH-:40].[OH:41][CH2:42][CH2:43][OH:44]>>[Ba:39].[C:2]([CH3:3])([CH3:4])([CH3:5])[c:6]1[cH:7][cH:8][c:9]([S:12](=[O:13])(=[O:14])[NH:15][c:16]2[n:17][c:18](-[c:32]3[n:33][cH:34][cH:35][cH:36][n:37]3)[n:19][c:20]([O:41][CH2:42][CH2:43][OH:44])[c:21]2[O:22][c:23]2[c:24]([O:29][CH3:30])[cH:25][cH:26][cH:27][cH:28]2)[cH:10][cH:11]1. Product: [Ba], COc1ccccc1Oc1c(NS(=O)(=O)c2ccc(C(C)(C)C)cc2)nc(-c2ncccn2)nc1OCCO. Reactants: OC1=C(C(OC2=CC=CC=C12)=O)CC1=C(C(=O)O)C=CC=C1 (2-(4-Hydroxy-2-oxo-2H-chromen-3-ylmethyl)-benzoic acid), S(O)(O)(=O)=O (sulfuric acid), CO (MeOH). Run in O (water). Product: COC(C1=C(C=CC=C1)CC=1C(OC2=CC=CC=C2C1O)=O)=O (2-(4-Hydroxy-2-oxo-2H -chromen-3-ylmethyl)-benzoic acid methyl ester). RXN SMILES: [OH:1][C:2]1[C:11]2[C:6](=[CH:7][CH:8]=[CH:9][CH:10]=2)[O:5][C:4](=[O:12])[C:3]=1[CH2:13][C:14]1[CH:22]=[CH:21][CH:20]=[CH:19][C:15]=1[C:16]([OH:18])=[O:17].S(=O)(=O)(O)O.[CH3:28]O>O>[CH3:28][O:17][C:16](=[O:18])[C:15]1[CH:19]=[CH:20][CH:21]=[CH:22][C:14]=1[CH2:13][C:3]1[C:4](=[O:12])[O:5][C:6]2[C:11]([C:2]=1[OH:1])=[CH:10][CH:9]=[CH:8][CH:7]=2. Reported procedure: A solution of 2-(4-Hydroxy-2-oxo-2H-chromen-3-ylmethyl)-benzoic acid in MeOH with a catalytic amount of conc. sulfuric acid was heated to reflux for 5 hours, cooled to room temperature, diluted with water and extracted with EtOAc. The organic layer was dried over MgSO4 and conc. in vacuo to give 2-(4-Hydroxy-2-oxo-2H -chromen-3-ylmethyl)-benzoic acid methyl ester as white solid. MS: 309[M−H]. The reactants are NC(CC)CC (3-aminopentane), CON(C1=C(C(=C(C=C1[N+](=O)[O-])C)C)[N+](=O)[O-])C1CCCCC1 (methoxy-N-cyclohexyl-2,6-dinitro-3,4-xylidine). Yields the product CON(C1=C(C(=C(C=C1[N+](=O)[O-])C)C)[N+](=O)[O-])C(CC)CC (Methoxy-N-(1-ethylpropyl)-2,6-dinitro-3,4-xylidine). RXN SMILES: NC(CC)CC.[CH3:7][O:8][N:9]([CH:24]1[CH2:29][CH2:28]C[CH2:26][CH2:25]1)[C:10]1[C:15]([N+:16]([O-:18])=[O:17])=[CH:14][C:13]([CH3:19])=[C:12]([CH3:20])[C:11]=1[N+:21]([O-:23])=[O:22]>>[CH3:7][O:8][N:9]([CH:24]([CH2:29][CH3:28])[CH2:25][CH3:26])[C:10]1[C:15]([N+:16]([O-:18])=[O:17])=[CH:14][C:13]([CH3:19])=[C:12]([CH3:20])[C:11]=1[N+:21]([O-:23])=[O:22]. Procedure details: By the above procedure, but substituting cyclohexylamine for 3-aminopentane, α4 -methoxy-N-cyclohexyl-2,6-dinitro-3,4-xylidine is obtained.